From a dataset of the Open Reaction Database (ORD), a public repository of structured organic reaction records. describe an organic reaction: reactants, conditions, products, and yield Starting materials: C1(=CC=CC=C1)C(CN1CCC(CC1)=O)C1=CC=CC=C1 (1-(2,2-diphenylethyl)-4-piperidinone), C1=CC=CC=C1 (benzene), solution, C(C)(C)(C)[Li] (tertiary-butyllithium), resultant solution. Run in CCCCC (pentane). Run at time 1 hour. The product is C(C)(C)(C)C1(CCN(CC1)CC(C1=CC=CC=C1)C1=CC=CC=C1)O (4-tert-butyl-1-(2,2-diphenylethyl)-4-piperidinol). As a reaction SMILES: [C:1]1([CH:7]([C:16]2[CH:21]=[CH:20][CH:19]=[CH:18][CH:17]=2)[CH2:8][N:9]2[CH2:14][CH2:13][C:12](=[O:15])[CH2:11][CH2:10]2)[CH:6]=[CH:5][CH:4]=[CH:3][CH:2]=1.C1C=CC=CC=1.[C:28]([Li])([CH3:31])([CH3:30])[CH3:29]>CCCCC>[C:28]([C:12]1([OH:15])[CH2:13][CH2:14][N:9]([CH2:8][CH:7]([C:1]2[CH:2]=[CH:3][CH:4]=[CH:5][CH:6]=2)[C:16]2[CH:17]=[CH:18][CH:19]=[CH:20][CH:21]=2)[CH2:10][CH2:11]1)([CH3:31])([CH3:30])[CH3:29]. Reported procedure: To a stirred solution of 2 parts of 1-(2,2-diphenylethyl)-4-piperidinone in 50 parts by volume of benzene under nitrogen atmosphere is added 30 parts of 1.6 M solution of tertiary-butyllithium in pentane. The resultant solution is stirred for about 24 hours and then quenched with the careful addition of 60 parts by volume of 10% ammonium chloride solution. After 1 hour, the organic layer is separated, washed with water and brine, dried with magnesium sulfate, and concentrated to give clear red o... Reactants: COc1cc(N2CCN(Cc3ccccc3)CC2)c2nccc(C)c2c1, ClCCl, C=COC(=O)Cl. Product: COc1cc(N2CCNCC2)c2nccc(C)c2c1. Reaction SMILES: [CH2:1]([c:2]1[cH:3][cH:4][cH:5][cH:6][cH:7]1)[N:8]1[CH2:9][CH2:10][N:11]([c:14]2[cH:15][c:16]([O:25][CH3:26])[cH:17][c:18]3[c:19]([CH3:24])[cH:20][cH:21][n:22][c:23]23)[CH2:12][CH2:13]1.[CH2:33]([Cl:34])[Cl:35].[Cl:27][C:28]([O:29][CH:30]=[CH2:31])=[O:32]>>[NH:8]1[CH2:9][CH2:10][N:11]([c:14]2[cH:15][c:16]([O:25][CH3:26])[cH:17][c:18]3[c:19]([CH3:24])[cH:20][cH:21][n:22][c:23]23)[CH2:12][CH2:13]1. Reactants: C(CC1=CC=CC=C1)N (phenethylamine), C1=NC=CC2=CC=CC=C12 (isoquinoline), [OH-].[Na+] (sodium hydroxide), C(C1=CC=CC=C1)(=O)Cl (benzoyl chloride), C1(=CC=CC=C1)C1NCCC2=CC=CC=C12 (1-phenyl-1,2,3,4-tetrahydroisoquinoline), ClC(C(=O)Cl)C (2-chloropropionyl chloride). Solvent: O (water), C(Cl)Cl (methylene chloride). The product is ClC(C(=O)N1C(C2=CC=CC=C2CC1)C1=CC=CC=C1)C (2-(2-chloropropionyl)-1-phenyl-1,2,3,4-tetrahydroisoquinoline). Reaction SMILES: C(N)CC1C=CC=CC=1.C(Cl)(=O)C1C=CC=CC=1.[C:19]1([CH:25]2[C:34]3[C:29](=[CH:30][CH:31]=[CH:32][CH:33]=3)[CH2:28][CH2:27][NH:26]2)[CH:24]=[CH:23][CH:22]=[CH:21][CH:20]=1.C1C2C(=CC=CC=2)C=CN=1.[OH-].[Na+].[Cl:47][CH:48]([CH3:52])[C:49](Cl)=[O:50]>O.C(Cl)Cl>[Cl:47][CH:48]([CH3:52])[C:49]([N:26]1[CH2:27][CH2:28][C:29]2[C:34](=[CH:33][CH:32]=[CH:31][CH:30]=2)[CH:25]1[C:19]1[CH:20]=[CH:21][CH:22]=[CH:23][CH:24]=1)=[O:50] |f:4.5|. Procedure details: By procedures described in Example 1 (Method A), phenethylamine and benzoyl chloride were converted to 1-phenyl-1,2,3,4-tetrahydroisoquinoline. A reaction vessel was charged with 3.0 g of this isoquinoline compound, 5 ml 10% sodium hydroxide and 50 ml methylene chloride. With this mixture stirred, 1 ml 2-chloropropionyl chloride was added dropwise to the mixture. The mixture was stirred for 10 minutes, then water was added. The organic extract was dried with magnesium sulfate, stripped of solven... The reactants are CNC1CCCCC1 (N-methylcyclohexylamine), C[Al](C)C (trimethylaluminium), N1(C=NC2=C1C=CC=C2)CC=2C=C(C(=O)OCC)C=CC2 (ethyl 3-(1H-benzimidazylmethyl)benzoate). Yields the product C1(CCCCC1)N(C(C1=CC(=CC=C1)CN1C=NC2=C1C=CC=C2)=O)C (N-Cyclohexyl-N-methyl 3-(1H-benzimidazylmethyl)benzamide). RXN SMILES: [CH3:1][NH:2][CH:3]1[CH2:8][CH2:7][CH2:6][CH2:5][CH2:4]1.C[Al](C)C.[N:13]1([CH2:22][C:23]2[CH:24]=[C:25]([CH:31]=[CH:32][CH:33]=2)[C:26]([O:28]CC)=O)[C:17]2[CH:18]=[CH:19][CH:20]=[CH:21][C:16]=2[N:15]=[CH:14]1>>[CH:3]1([N:2]([CH3:1])[C:26](=[O:28])[C:25]2[CH:31]=[CH:32][CH:33]=[C:23]([CH2:22][N:13]3[C:17]4[CH:18]=[CH:19][CH:20]=[CH:21][C:16]=4[N:15]=[CH:14]3)[CH:24]=2)[CH2:8][CH2:7][CH2:6][CH2:5][CH2:4]1. Procedure: N-Cyclohexyl-N-methyl 3-(1H-benzimidazylmethyl)benzamide was prepared by the method of Example 9 starting with N-methylcyclohexylamine and reacting with trimethylaluminium and ethyl 3-(1H-benzimidazylmethyl)benzoate. Reactants: NC=1C=C(C=CC1)C=1N=C(SC1)SCC(=O)NC[C@H]1CN(CCO1)CC1=CC(=C(C=C1)Cl)Cl ((2S)-[4-(3-aminophenyl)thiazol-2-ylthio]-N-{[4-(3,4-dichlorobenzyl)morpholin-2-yl]methyl}acetamide), C(C)(=O)OC(C)=O (acetic anhydride), O (water). The solvent is N1=CC=CC=C1 (pyridine). Run at time 8 hour. Product: N(C(=O)C)C=1C=C(C=CC1)C=1N=C(SC1)SCC(=O)NC[C@H]1CN(CCO1)CC1=CC(=C(C=C1)Cl)Cl ((2S)-[4-(3-acetaminophenyl)thiazol-2-ylthio]-N-{[4-(3,4-dichlorobenzyl)morpholin-2-yl]methyl}acetamide). Reaction SMILES: [NH2:1][C:2]1[CH:3]=[C:4]([C:8]2[N:9]=[C:10]([S:13][CH2:14][C:15]([NH:17][CH2:18][C@@H:19]3[O:24][CH2:23][CH2:22][N:21]([CH2:25][C:26]4[CH:31]=[CH:30][C:29]([Cl:32])=[C:28]([Cl:33])[CH:27]=4)[CH2:20]3)=[O:16])[S:11][CH:12]=2)[CH:5]=[CH:6][CH:7]=1.[C:34](OC(=O)C)(=[O:36])[CH3:35].O>N1C=CC=CC=1>[NH:1]([C:2]1[CH:3]=[C:4]([C:8]2[N:9]=[C:10]([S:13][CH2:14][C:15]([NH:17][CH2:18][C@@H:19]3[O:24][CH2:23][CH2:22][N:21]([CH2:25][C:26]4[CH:31]=[CH:30][C:29]([Cl:32])=[C:28]([Cl:33])[CH:27]=4)[CH2:20]3)=[O:16])[S:11][CH:12]=2)[CH:5]=[CH:6][CH:7]=1)[C:34]([CH3:35])=[O:36]. Reported procedure: To a solution of the resultant product (262 mg) of Example 9 in pyridine (2 mL) was added dropwise acetic anhydride (57 μL). The reaction mixture was stirred overnight at room temperature. The reaction mixture was poured into water, and the mixture was extracted with ethyl acetate. The extract was washed with saturated brine, dried over anhydrous sodium sulfate, and the solvent was evaporated under reduced pressure. The obtained residue was purified by silica gel column chromatography using a mi... Starting materials: Cc1cc(Br)ccc1CCO, CCS(=O)(=O)c1ccc(NC(=O)Oc2ccccc2)cc1C#N, C1CCOC1, [H-], [Na+]. The product is CCS(=O)(=O)c1ccc(NC(=O)OCCc2ccc(Br)cc2C)cc1C#N. As a reaction SMILES: [Br:3][c:4]1[cH:5][c:6]([CH3:13])[c:7]([CH2:10][CH2:11][OH:12])[cH:8][cH:9]1.[C:14](#[N:15])[c:16]1[cH:17][c:18]([NH:27][C:28]([O:29][c:31]2[cH:32][cH:33][cH:34][cH:35][cH:36]2)=[O:30])[cH:19][cH:20][c:21]1[S:22](=[O:23])(=[O:24])[CH2:25][CH3:26].[CH2:37]1[O:38][CH2:39][CH2:40][CH2:41]1.[H-:2].[Na+:1]>>[Br:3][c:4]1[cH:5][c:6]([CH3:13])[c:7]([CH2:10][CH2:11][O:12][C:28]([NH:27][c:18]2[cH:17][c:16]([C:14]#[N:15])[c:21]([S:22](=[O:23])(=[O:24])[CH2:25][CH3:26])[cH:20][cH:19]2)=[O:29])[cH:8][cH:9]1. Starting materials: CCCN(C)CC#CC1CCC(N(C)S(=O)(=O)c2ccc(NC(C)=O)cc2)CC1, CO. Product: CCCN(C)CC#CC1CCC(N(C)S(=O)(=O)c2ccc(N)cc2)CC1. As a reaction SMILES: [CH3:1][N:2]([S:3](=[O:4])(=[O:5])[c:6]1[cH:7][cH:8][c:9]([NH:12][C:13](=[O:14])[CH3:15])[cH:10][cH:11]1)[CH:16]1[CH2:17][CH2:18][CH:19]([C:22]#[C:23][CH2:24][N:25]([CH2:26][CH2:27][CH3:28])[CH3:29])[CH2:20][CH2:21]1.[CH3:30][OH:31]>>[CH3:1][N:2]([S:3](=[O:4])(=[O:5])[c:6]1[cH:7][cH:8][c:9]([NH2:12])[cH:10][cH:11]1)[CH:16]1[CH2:17][CH2:18][CH:19]([C:22]#[C:23][CH2:24][N:25]([CH2:26][CH2:27][CH3:28])[CH3:29])[CH2:20][CH2:21]1.